Dataset: the Open Reaction Database (ORD), a public repository of structured organic reaction records. Task: describe an organic reaction: reactants, conditions, products, and yield The reactants are OC1CCc2c(Br)cccc21, CC(C)(C)c1ccc(O)c(O)c1, Cc1ccccc1, Cc1ccc(S(=O)(=O)O)cc1. Yields the product Brc1cccc2c1CC=C2. Reaction SMILES: [Br:1][c:2]1[c:3]2[c:7]([cH:8][cH:9][cH:10]1)[CH:6]([OH:11])[CH2:5][CH2:4]2.[C:23]([c:24]1[cH:25][c:26]([OH:27])[c:28]([OH:31])[cH:29][cH:30]1)([CH3:32])([CH3:33])[CH3:34].[CH3:35][c:36]1[cH:37][cH:38][cH:39][cH:40][cH:41]1.[c:12]1([CH3:13])[cH:14][cH:15][c:16]([S:17]([OH:18])(=[O:19])=[O:20])[cH:21][cH:22]1>>[Br:1][c:2]1[c:3]2[c:7]([cH:8][cH:9][cH:10]1)[CH:6]=[CH:5][CH2:4]2. Reactants: [Cl-].[NH4+] (ammonium chloride), C(#N)C=1C=NC=CC1 (3-cyanopyridine), C(C)OCC (diethyl ether), BrCCCCCCCCCC (1-bromodecane), [Mg] (magnesium), [Mg] (magnesium), CCOCC (ether). Yields the product C(CCCCCCCCCC)(=O)C1=CC=NC=C1 (4-undecanoylpyridine). Yield: 58.3%. RXN SMILES: [Mg].Br[CH2:3][CH2:4][CH2:5][CH2:6][CH2:7][CH2:8][CH2:9][CH2:10][CH2:11]C.C([C:15]1[CH:16]=[N:17][CH:18]=[CH:19][CH:20]=1)#N.[Cl-].[NH4+].C([O:25][CH2:26][CH3:27])C>>[C:26]([C:20]1[CH:15]=[CH:16][N:17]=[CH:18][CH:19]=1)(=[O:25])[CH2:27][CH2:3][CH2:4][CH2:5][CH2:6][CH2:7][CH2:8][CH2:9][CH2:10][CH3:11] |f:3.4|. Procedure: To 50 ml of anhydrous ether was added 1.22 g of magnesium for Grignard reaction, and 11.0 g of 1-bromodecane was added to the mixture while stirring. After the magnesium was completely dissolved, a diethyl ether solution of 5.20 g (50 mmol) of 3-cyanopyridine was added dropwise, and the mixture refluxed for 4 hours. After cooling, saturated ammonium chloride solution was added, the diethyl ether layer was separated, and the aqueous layer was further extracted with diethyl ether. The ether layers... The reactants are C([O-])([O-])=O (Carbonate), IC1=CC=C(C=C1)S(=O)(=O)NC=1SC=CN1 (4-Iodo-N-1,3-thiazol-2-ylbenzenesulfonamide), S1C(=CC=C1)CN (thiophene-2-methanamine), C([O-])([O-])=O.[Na+].[Na+] (sodium carbonate), O (water). The reagents and catalysts are C(=O)=[Mo](=C=O)(=C=O)(=C=O)(=C=O)=C=O (hexacarbonylmolybdenum), C(C)(=O)[O-].[Pd+2].C(C)(=O)[O-] (palladium(II) acetate). Solvent: Cl (HCl). Reaction conditions: time 1 hour. Yields the product S1C(=NC=C1)NS(=O)(=O)C1=CC=C(C(=O)NCC=2SC=CC2)C=C1 (4-[(1,3-Thiazol-2-ylamino)sulfonyl]-N-(2-thienylmethyl)benzamide). As a reaction SMILES: I[C:2]1[CH:7]=[CH:6][C:5]([S:8]([NH:11][C:12]2[S:13][CH:14]=[CH:15][N:16]=2)(=[O:10])=[O:9])=[CH:4][CH:3]=1.[S:17]1[CH:21]=[CH:20][CH:19]=[C:18]1[CH2:22][NH2:23].[C:24](=O)([O-])[O-:25].[Na+].[Na+].O.C(=O)([O-])[O-]>Cl.C(=[Mo](=C=O)(=C=O)(=C=O)(=C=O)=C=O)=O.C([O-])(=O)C.[Pd+2].C([O-])(=O)C>[S:13]1[CH:14]=[CH:15][N:16]=[C:12]1[NH:11][S:8]([C:5]1[CH:6]=[CH:7][C:2]([C:24]([NH:23][CH2:22][C:18]2[S:17][CH:21]=[CH:20][CH:19]=2)=[O:25])=[CH:3][CH:4]=1)(=[O:10])=[O:9] |f:2.3.4,9.10.11|. Procedure: 4-Iodo-N-1,3-thiazol-2-ylbenzenesulfonamide (Preparation 98, 200 mg, 0.5 mmol), thiophene-2-methanamine (280 uL, 2.7 mmol), hexacarbonylmolybdenum (70 mg, 0.3 mmol), palladium(II) acetate (6 mg, 0.03 mmol), and sodium carbonate (170 mg, 1.6 mmol) in water (1.1 mL, 61 mmol) was heated 30 min at 110° C. in the microwave. The reaction mixture was diluted with 1 N HCl and extracted with ethyl acetate. The combined organic layers were washed with brine, dried over sodium sulfate, filtered and concent... Starting materials: FC=1C=C2C(=C(C=NC2=CC1)C(=O)OCC)O (ethyl 6-fluoro-4-hydroxy-quinolin-3-carboxylate), P(=O)(Cl)(Cl)Cl (phosphorus oxychloride). The product is ClC1=C(C=NC2=CC=C(C=C12)F)C(=O)OCC (ethyl 4-chloro-6-fluoroquinolin-3-carboxylate). RXN SMILES: [F:1][C:2]1[CH:3]=[C:4]2[C:9](=[CH:10][CH:11]=1)[N:8]=[CH:7][C:6]([C:12]([O:14][CH2:15][CH3:16])=[O:13])=[C:5]2O.P(Cl)(Cl)([Cl:20])=O>>[Cl:20][C:5]1[C:4]2[C:9](=[CH:10][CH:11]=[C:2]([F:1])[CH:3]=2)[N:8]=[CH:7][C:6]=1[C:12]([O:14][CH2:15][CH3:16])=[O:13]. Procedure details: The starting material for the latter is prepared as follows: The mixture of 28.9 g of ethyl 6-fluoro-4-hydroxy-quinolin-3-carboxylate [J.A.C.S., 69, 371 (1947)] and 240 ml of phosphorus oxychloride is refluxed under nitrogen for 3 hours. After cooling to room temperature, the solution is evaporated and the residue treated with ice-water and chloroform. The organic layer is dried and evaporated. The residue is taken up in aqueous sodium bicarbonate and diethyl ether, the ethereal layer is dried a... Yields the product CC(C)(C)OC(=O)N1Cc2ccc(N)cc2C1. Reaction SMILES: [C:1]([CH3:2])([CH3:3])([CH3:4])[O:5][C:6](=[O:7])[N:8]1[CH2:9][c:10]2[cH:11][cH:12][c:13]([N+:17]([O-:18])=[O:19])[cH:14][c:15]2[CH2:16]1.[CH3:20][CH2:21][OH:22]>>[C:1]([CH3:2])([CH3:3])([CH3:4])[O:5][C:6](=[O:7])[N:8]1[CH2:9][c:10]2[cH:11][cH:12][c:13]([NH2:17])[cH:14][c:15]2[CH2:16]1. Starting materials: CC(C)(C)OC(=O)N1Cc2ccc([N+](=O)[O-])cc2C1, CCO. Reactants: O=C(O)c1cccc([N+](=O)[O-])c1Cl, Cl, [Cu], [NH4+], [OH-], O. Yields the product Nc1c(C(=O)O)cccc1[N+](=O)[O-]. As a reaction SMILES: [Cl:1][c:2]1[c:3]([C:4](=[O:5])[OH:6])[cH:7][cH:8][cH:9][c:10]1[N+:11](=[O:12])[O-:13].[ClH:16].[Cu:18].[NH4+:14].[OH-:15].[OH2:17]>>[c:2]1([NH2:14])[c:3]([C:4](=[O:5])[OH:6])[cH:7][cH:8][cH:9][c:10]1[N+:11](=[O:12])[O-:13]. Starting materials: ClC1=CC(=C(C=C1C)C1=NN(C(=C1)C)S(=O)(=O)C)F (3-(4-chloro-2-fluoro-5-methylphenyl)-5-methyl-1-methylsulfonyl-1H-pyrazole), S(=O)(=O)(Cl)Cl (sulfuryl chloride). Run in C(Cl)(Cl)(Cl)Cl (carbon tetrachloride). Product: ClC=1C(=NN(C1C)S(=O)(=O)C)C1=C(C=C(C(=C1)C)Cl)F (4-Chloro-3-(4-chloro-2-fluoro-5-methylphenyl)-5-methyl-1-methylsulfonyl-1H-pyrazole). RXN SMILES: [Cl:1][C:2]1[C:7]([CH3:8])=[CH:6][C:5]([C:9]2[CH:13]=[C:12]([CH3:14])[N:11]([S:15]([CH3:18])(=[O:17])=[O:16])[N:10]=2)=[C:4]([F:19])[CH:3]=1.S(Cl)([Cl:23])(=O)=O>C(Cl)(Cl)(Cl)Cl>[Cl:23][C:13]1[C:9]([C:5]2[CH:6]=[C:7]([CH3:8])[C:2]([Cl:1])=[CH:3][C:4]=2[F:19])=[N:10][N:11]([S:15]([CH3:18])(=[O:17])=[O:16])[C:12]=1[CH3:14]. Procedure details: 0.8 g (2.7 mmol) of 3-(4-chloro-2-fluoro-5-methylphenyl)-5-methyl-1-methylsulfonyl-1H-pyrazole and 0.4 g (3.0 mmol) of sulfuryl chloride were reacted in 50 ml of carbon tetrachloride by the method of Example 2. Yield: 0.1 g.